From a dataset of the Open Reaction Database (ORD), a public repository of structured organic reaction records. describe an organic reaction: reactants, conditions, products, and yield The solvent is CCOCC (ether), CC(=O)C (acetone). The yield is 128.7%. Reported procedure: To a stirred mixture of 1-(3,4,5-trichlorophenyl)piperazine (0.5g) and anhydrous potassium carbonate (0.26 g) in dry acetone (5 ml) was added, slowly, ethyl iodide (0.29g) and the resulting mixture was stirred under reflux for 2 hr. then filtered. Removal of the solvent gave a pale brown solid which was dissolved in ether and treated with ethereal hydrogen chloride to give 1-(3,4,5-trichlorophenyl)-4-ethylpiperazine hydrochloride (0.4g, 67%), m.p. 265°-270° (from ethanol-ether). Starting materials: ethanol-ether, ClC=1C=C(C=C(C1Cl)Cl)N1CCNCC1 (1-(3,4,5-trichlorophenyl)piperazine), C([O-])([O-])=O.[K+].[K+] (potassium carbonate), C(C)I (ethyl iodide), Cl (hydrogen chloride). RXN SMILES: [Cl:1][C:2]1[CH:3]=[C:4]([N:10]2[CH2:15][CH2:14][NH:13][CH2:12][CH2:11]2)[CH:5]=[C:6]([Cl:9])[C:7]=1[Cl:8].C(=O)([O-])[O-].[K+].[K+].[CH2:22](I)[CH3:23].Cl>CC(C)=O.CCOCC>[ClH:1].[Cl:9][C:6]1[CH:5]=[C:4]([N:10]2[CH2:11][CH2:12][N:13]([CH2:22][CH3:23])[CH2:14][CH2:15]2)[CH:3]=[C:2]([Cl:1])[C:7]=1[Cl:8] |f:1.2.3,8.9|. The product is Cl.ClC=1C=C(C=C(C1Cl)Cl)N1CCN(CC1)CC (1-(3,4,5-trichlorophenyl)-4-ethylpiperazine hydrochloride). The reactants are aldehyde, C(CCC)[Li] (n-butyl lithium), C(CC(=O)C)(=O)OC (methyl acetoacetate), [H-].[Na+] (NaH), CCCCCC (hexane). The solvent is O1CCCC1 (tetrahydrofuran), C1(=CC=C(C=C1)C=O)C (p-tolualdehyde). Reaction conditions: temperature 0 celsius, time 15 minute. Yields the product OC1=CC(OC(C1)C1=CC=C(C=C1)C)=O (5,6-Dihydro-4-hydroxy-6-(4-methylphenyl) -2H-pyran-2-one), solid. Reaction SMILES: [C:1]([O:7][CH3:8])(=[O:6])[CH2:2][C:3]([CH3:5])=[O:4].[H-].[Na+].[CH2:11]([Li])CCC.[CH3:16][CH2:17][CH2:18][CH2:19][CH2:20][CH3:21]>C1(C)C=CC(C=O)=CC=1.O1CCCC1>[OH:4][C:3]1[CH2:5][CH:8]([C:18]2[CH:17]=[CH:16][C:21]([CH3:11])=[CH:20][CH:19]=2)[O:7][C:1](=[O:6])[CH:2]=1 |f:1.2|. Procedure: The title compound was prepared as described in General Method 1 using 10 mL of methyl acetoacetate, 3.7 g of NaH 60% dispersion in oil, 58 mL of 1.6M n-butyl lithium in hexane, 10.9 mL of p-tolualdehyde and 250 mL of tetrahydrofuran. After addition of the aldehyde, the reaction was stirred for 15 minutes at 0° C. then allowed to warm to room temperature overnight. The crude product was triturated from diethyl ether to afford a solid (m.p. 138°-139° C.). 1H NMR (CDCl3) δ 2.39 (s, 3 H), 2.93 (dd,...